From a dataset of the Open Reaction Database (ORD), a public repository of structured organic reaction records. describe an organic reaction: reactants, conditions, products, and yield Starting materials: C(C)(=O)Cl (acetyl chloride), CCCCCC (hexane), [Cl-].C[Al+]C (dimethylaluminum chloride), [Cl-].[NH4+] (ammonium chloride), [N+](=O)([O-])C=1C=CC=C2C=CNC12 (7-nitro-1H-indole). Solvent: ClCCl (dichloromethane). Conditions: time 4 hour. Yields the product C(C)(=O)C1=CNC2=C(C=CC=C12)[N+](=O)[O-] (3-acetyl-7-nitro-1H-indole). As a reaction SMILES: CCCCCC.[Cl-].C[Al+]C.[N+:11]([C:14]1[CH:15]=[CH:16][CH:17]=[C:18]2[C:22]=1[NH:21][CH:20]=[CH:19]2)([O-:13])=[O:12].[C:23](Cl)(=[O:25])[CH3:24].[Cl-].[NH4+]>ClCCl>[C:23]([C:19]1[C:18]2[C:22](=[C:14]([N+:11]([O-:13])=[O:12])[CH:15]=[CH:16][CH:17]=2)[NH:21][CH:20]=1)(=[O:25])[CH3:24] |f:1.2,5.6|. Reported procedure: 11 ml (11 mmol) of a hexane solution containing 1.0 M dimethylaluminum chloride was added to a dichloromethane solution (50 ml) containing 1.2 g (7.5 mmol) of 7-nitro-1H-indole at 0° C. in nitrogen atmosphere. Then, 2.1 ml (29.5 mmol) of acetyl chloride was added thereto at 0° C., followed by stirring at room temperature for 4 hours. An aqueous saturated ammonium chloride was added to the reaction system and the resulting precipitates were collected by filtration. These precipitates were washed ... Starting materials: CC(=O)NC(C)c1cc2cc(Br)ccc2o1, O=C([O-])[O-], CCOc1ccc(CCl)cc1, [K+], [K+], CN(C)C=O, CC(=O)NC(C)c1cc2cc(S)ccc2o1. Yields the product CCOc1ccc(CSc2ccc3oc(C(C)NC(C)=O)cc3c2)cc1. RXN SMILES: [Br:17][c:18]1[cH:19][cH:20][c:21]2[o:22][c:23]([CH:24]([NH:25][C:26](=[O:27])[CH3:28])[CH3:29])[cH:30][c:31]2[cH:32]1.[C:44](=[O:45])([O-:46])[O-:47].[CH2:33]([CH3:34])[O:35][c:36]1[cH:37][cH:38][c:39]([CH2:40][Cl:41])[cH:42][cH:43]1.[K+:48].[K+:49].[O:50]=[CH:51][N:52]([CH3:53])[CH3:54].[SH:1][c:2]1[cH:3][cH:4][c:5]2[c:6]([cH:7][c:8]([CH:10]([CH3:11])[NH:12][C:13]([CH3:14])=[O:15])[o:9]2)[cH:16]1>>[S:1]([c:2]1[cH:3][cH:4][c:5]2[c:6]([cH:7][c:8]([CH:10]([CH3:11])[NH:12][C:13]([CH3:14])=[O:15])[o:9]2)[cH:16]1)[CH2:40][c:39]1[cH:38][cH:37][c:36]([O:35][CH2:33][CH3:34])[cH:43][cH:42]1. The reactants are C(C)OCC (diethyl ether), Cl (hydrochloric acid), [OH-].[Li+] (lithium hydroxide), C(C)(=O)N1[C@@H](C(N(C(=C1)C1=CC(=CC=C1)OCC1=CC=CC=C1)CC(=O)OCC1=CC=CC=C1)=O)C(C)C (benzyl {(3R)-4-acetyl-6-(3-benzyloxyphenyl)-3-isopropyl-2-oxo-1,2,3,4-tetrahydropyrazin-1-yl}acetate). Run in C(C)O (ethanol). The product is C(C)(=O)N1[C@@H](C(N(C(=C1)C1=CC(=CC=C1)OCC1=CC=CC=C1)CC(=O)O)=O)C(C)C ({(3R)-4-Acetyl-6-(3-benzyloxyphenyl)-3-isopropyl-2-oxo-1,2,3,4-tetrahydropyrazin-1-yl}acetic acid). Reaction SMILES: [OH-].[Li+].[C:3]([N:6]1[CH:11]=[C:10]([C:12]2[CH:17]=[CH:16][CH:15]=[C:14]([O:18][CH2:19][C:20]3[CH:25]=[CH:24][CH:23]=[CH:22][CH:21]=3)[CH:13]=2)[N:9]([CH2:26][C:27]([O:29]CC2C=CC=CC=2)=[O:28])[C:8](=[O:37])[C@H:7]1[CH:38]([CH3:40])[CH3:39])(=[O:5])[CH3:4].C(OCC)C.Cl>C(O)C>[C:3]([N:6]1[CH:11]=[C:10]([C:12]2[CH:17]=[CH:16][CH:15]=[C:14]([O:18][CH2:19][C:20]3[CH:21]=[CH:22][CH:23]=[CH:24][CH:25]=3)[CH:13]=2)[N:9]([CH2:26][C:27]([OH:29])=[O:28])[C:8](=[O:37])[C@H:7]1[CH:38]([CH3:40])[CH3:39])(=[O:5])[CH3:4] |f:0.1|. Reported procedure: A 4 N aqueous lithium hydroxide solution (1.5 ml) is added to a solution of benzyl {(3R)-4-acetyl-6-(3-benzyloxyphenyl)-3-isopropyl-2-oxo-1,2,3,4-tetrahydropyrazin-1-yl}acetate (276 mg, Reference compound No. 63-1) in ethanol (8 ml)/diethyl ether (2 ml), and the mixture is stirred overnight. To the reaction mixture is added 6 N hydrochloric acid to acidify the system, and the whole is extracted with ethyl acetate. The extract is washed with saturated brine, dried over anhydrous magnesium sulfate... The reactants are COC1=CC=C(CSC2=CC3=C(NC(CO3)=O)C=C2)C=C1 (7-(4-methoxy-benzylsulfanyl)-2H-1,4-benzoxazin-3(4H)-one), B(Br)(Br)Br (BBr3). Run in C(Cl)Cl (CH2Cl2). Conditions: time 8 hour. Yields the product OC1=CC=C(CSC2=CC3=C(NC(CO3)=O)C=C2)C=C1 (7-(4-hydroxybenzylsulfanyl)-2-H-1,4-benzoxazin-3(4H)-one). The yield is 103.7%. RXN SMILES: C[O:2][C:3]1[CH:21]=[CH:20][C:6]([CH2:7][S:8][C:9]2[CH:19]=[CH:18][C:12]3[NH:13][C:14](=[O:17])[CH2:15][O:16][C:11]=3[CH:10]=2)=[CH:5][CH:4]=1.B(Br)(Br)Br>C(Cl)Cl>[OH:2][C:3]1[CH:21]=[CH:20][C:6]([CH2:7][S:8][C:9]2[CH:19]=[CH:18][C:12]3[NH:13][C:14](=[O:17])[CH2:15][O:16][C:11]=3[CH:10]=2)=[CH:5][CH:4]=1. Procedure details: A solution of 7-(4-methoxy-benzylsulfanyl)-2H-1,4-benzoxazin-3(4H)-one(150 mg; 0.5 mmol) in CH2Cl2 (2 ml) was treated with BBr3 (350 mg; 1.5 mmol). The mixture was stirred at room temperature overnight. After evaporation to dryness the residue was taken up in EtOAc and water. The organic phase was washed with water, brine and dried over MgSO4. The residue was triturated with EtOAc, filtered and dried to give 7-(4-hydroxybenzylsulfanyl)-2-H-1,4-benzoxazin-3(4H)-one as a beige solid (149 mg), Melt... The reactants are N1(C)C(=O)N(C)C=2N=CNC2C1=O (theophylline), C([O-])([O-])=O.[K+].[K+] (potassium carbonate), ClC1=C(C(=O)C2=CC=C(CBr)C=C2)C=CC=C1 (4-(2-chlorobenzoyl)benzyl bromide). Solvent: CN(C)C=O (DMF), O (water). Conditions: time 13 hour. The product is ClC1=C(C(=O)C2=CC=C(CN3C=NC=4N(C(N(C(C34)=O)C)=O)C)C=C2)C=CC=C1 (7-[4-(2-Chlorobenzoyl)benzyl]-1,3-dimethylxanthine). The yield is 83.2%. As a reaction SMILES: [N:1]1([C:12](=[O:13])[C:11]2[NH:10][CH:9]=[N:8][C:7]=2[N:5]([CH3:6])[C:3]1=[O:4])[CH3:2].C(=O)([O-])[O-].[K+].[K+].[Cl:20][C:21]1[CH:36]=[CH:35][CH:34]=[CH:33][C:22]=1[C:23]([C:25]1[CH:32]=[CH:31][C:28]([CH2:29]Br)=[CH:27][CH:26]=1)=[O:24]>CN(C=O)C.O>[Cl:20][C:21]1[CH:36]=[CH:35][CH:34]=[CH:33][C:22]=1[C:23]([C:25]1[CH:32]=[CH:31][C:28]([CH2:29][N:10]2[C:11]3[C:12](=[O:13])[N:1]([CH3:2])[C:3](=[O:4])[N:5]([CH3:6])[C:7]=3[N:8]=[CH:9]2)=[CH:27][CH:26]=1)=[O:24] |f:1.2.3|. Procedure details: To a solution of theophylline (0.90 g) in DMF (20 ml) were added potassium carbonate (0.83 g) and 4-(2-chlorobenzoyl)benzyl bromide (1.55 g) and the mixture was stirred at room temperature for 13 hours. This reaction mixture was diluted with water and extracted with ethyl acetate and the extract was washed with saturated aqueous NaCl solution and dried over anhydrous sodium sulfate. The solvent was then distilled off and the residue was washed with ether to provide the title compound as needles ... Reported procedure: To a solution of tert-butyl (4RS,5SR)-5-(3-chlorophenyl)-2-oxo-4-[4-(2,2,3,3,3-pentafluoropropyl)benzyl]-1,3-oxazolidine-3-carboxylate (2.66 g, 5.12 mmol) in methanol-tetrahydrofuran (20 ml-20 ml) was added 1N sodium hydroxide (6.2 ml, 6.2 mmol), and the mixture was stirred overnight at room temperature. The mixture was diluted with water and extracted with ethyl acetate. The organic layer was washed with saturated brine, dried over anhydrous magnesium sulfate, filtered, and concentrated under r... Reaction conditions: time 8 hour. Run in O (water), CO.O1CCCC1 (methanol tetrahydrofuran). The product is ClC=1C=C(C=CC1)C(C(CC1=CC=C(C=C1)CC(C(F)(F)F)(F)F)NC(OC(C)(C)C)=O)O (tert-butyl (1RS,2SR)-2-(3-chlorophenyl)-2-hydroxy-1-[4-(2,2,3,3,3-pentafluoropropyl)benzyl]ethylcarbamate). Starting materials: ClC=1C=C(C=CC1)C1C(N(C(O1)=O)C(=O)OC(C)(C)C)CC1=CC=C(C=C1)CC(C(F)(F)F)(F)F (tert-butyl (4RS,5SR)-5-(3-chlorophenyl)-2-oxo-4-[4-(2,2,3,3,3-pentafluoropropyl)benzyl]-1,3-oxazolidine-3-carboxylate), [OH-].[Na+] (sodium hydroxide). The yield is 83.4%. Reaction SMILES: [Cl:1][C:2]1[CH:3]=[C:4]([CH:8]2[O:12]C(=O)[N:10]([C:14]([O:16][C:17]([CH3:20])([CH3:19])[CH3:18])=[O:15])[CH:9]2[CH2:21][C:22]2[CH:27]=[CH:26][C:25]([CH2:28][C:29]([F:35])([F:34])[C:30]([F:33])([F:32])[F:31])=[CH:24][CH:23]=2)[CH:5]=[CH:6][CH:7]=1.[OH-].[Na+]>CO.O1CCCC1.O>[Cl:1][C:2]1[CH:3]=[C:4]([CH:8]([OH:12])[CH:9]([NH:10][C:14](=[O:15])[O:16][C:17]([CH3:18])([CH3:19])[CH3:20])[CH2:21][C:22]2[CH:23]=[CH:24][C:25]([CH2:28][C:29]([F:35])([F:34])[C:30]([F:33])([F:32])[F:31])=[CH:26][CH:27]=2)[CH:5]=[CH:6][CH:7]=1 |f:1.2,3.4|.